This data is from the Open Reaction Database (ORD), a public repository of structured organic reaction records. The task is: describe an organic reaction: reactants, conditions, products, and yield The solvent is ClCCl (dichloromethane). RXN SMILES: [Cl:1][C:2]1[CH:3]=[C:4]([CH:56]=[CH:57][CH:58]=1)[O:5][C:6]1[CH:33]=[C:32]([N:34]2[CH2:39][CH2:38][N:37]([CH2:40][C:41]3[CH2:46][CH2:45][C:44]([CH3:48])([CH3:47])[CH2:43][C:42]=3[C:49]3[CH:54]=[CH:53][C:52]([Cl:55])=[CH:51][CH:50]=3)[CH2:36][CH2:35]2)[CH:31]=[CH:30][C:7]=1[C:8]([NH:10][S:11]([C:14]1[CH:19]=[CH:18][C:17]([NH:20][CH:21]2[CH2:26][CH2:25][NH:24][CH2:23][CH2:22]2)=[C:16]([N+:27]([O-:29])=[O:28])[CH:15]=1)(=[O:13])=[O:12])=[O:9].[CH:59]1([CH:62]=O)[CH2:61][CH2:60]1.CO>ClCCl>[Cl:1][C:2]1[CH:3]=[C:4]([CH:56]=[CH:57][CH:58]=1)[O:5][C:6]1[CH:33]=[C:32]([N:34]2[CH2:39][CH2:38][N:37]([CH2:40][C:41]3[CH2:46][CH2:45][C:44]([CH3:48])([CH3:47])[CH2:43][C:42]=3[C:49]3[CH:50]=[CH:51][C:52]([Cl:55])=[CH:53][CH:54]=3)[CH2:36][CH2:35]2)[CH:31]=[CH:30][C:7]=1[C:8]([NH:10][S:11]([C:14]1[CH:19]=[CH:18][C:17]([NH:20][CH:21]2[CH2:26][CH2:25][N:24]([CH2:62][CH:59]3[CH2:61][CH2:60]3)[CH2:23][CH2:22]2)=[C:16]([N+:27]([O-:29])=[O:28])[CH:15]=1)(=[O:12])=[O:13])=[O:9]. Yields the product ClC=1C=C(OC2=C(C(=O)NS(=O)(=O)C3=CC(=C(C=C3)NC3CCN(CC3)CC3CC3)[N+](=O)[O-])C=CC(=C2)N2CCN(CC2)CC2=C(CC(CC2)(C)C)C2=CC=C(C=C2)Cl)C=CC1 (2-(3-chlorophenoxy)-4-(4-{[2-(4-chlorophenyl)-4,4-dimethylcyclohex-1-en-1-yl]methyl}piperazin-1-yl)-N-[(4-{[1-(cyclopropylmethyl)piperidin-4-yl]amino}-3-nitrophenyl)sulfonyl]benzamide). Procedure details: A suspension of EXAMPLE 187B (50 mg), cyclopropanecarbaldehyde (100 mg) and MP-CNBH3 resin (0.2 g, 2.43 mmol/g) in dichloromethane (4 mL)/methanol (3 mL) was shaken for 16 hours at room temperature. The product was filtered, washed with dichloromethane/methanol and concentrated. The crude product was purified by RP HPLC (C8, 30%-100% CH3CN/water/0.1% TFA) to yield the product. 1H NMR (300 MHz, dimethylsulfoxide-d6) δ 8.35 (s, 1H), 8.10 (s, 1H), 7.67-7.75 (m, 1H), 7.60 (d, 1H), 7.36 (d, 2H), 7.15... Reactants: ClC=1C=C(OC2=C(C(=O)NS(=O)(=O)C3=CC(=C(C=C3)NC3CCNCC3)[N+](=O)[O-])C=CC(=C2)N2CCN(CC2)CC2=C(CC(CC2)(C)C)C2=CC=C(C=C2)Cl)C=CC1 (2-(3-chlorophenoxy)-4-(4-((2-(4-chlorophenyl)-4,4-dimethylcyclohex-1-enyl)methyl)piperazin-1-yl)-N-(3-nitro-4-(piperidin-4-ylamino)phenylsulfonyl)benzamide), C1(CC1)C=O (cyclopropanecarbaldehyde), CO (methanol). Reactants: CC(C)(C)[Si](OCc1ccc([N+](=O)[O-])cc1)(c1ccccc1)c1ccccc1, CCO. The product is CC(C)(C)[Si](OCc1ccc(N)cc1)(c1ccccc1)c1ccccc1. Reaction SMILES: [C:1]([CH3:2])([CH3:3])([CH3:4])[Si:5]([c:6]1[cH:7][cH:8][cH:9][cH:10][cH:11]1)([c:12]1[cH:13][cH:14][cH:15][cH:16][cH:17]1)[O:18][CH2:19][c:20]1[cH:21][cH:22][c:23]([N+:26]([O-:27])=[O:28])[cH:24][cH:25]1.[CH3:29][CH2:30][OH:31]>>[C:1]([CH3:2])([CH3:3])([CH3:4])[Si:5]([c:6]1[cH:7][cH:8][cH:9][cH:10][cH:11]1)([c:12]1[cH:13][cH:14][cH:15][cH:16][cH:17]1)[O:18][CH2:19][c:20]1[cH:21][cH:22][c:23]([NH2:26])[cH:24][cH:25]1.